This data is from the Open Reaction Database (ORD), a public repository of structured organic reaction records. The task is: describe an organic reaction: reactants, conditions, products, and yield Reagents/catalysts: N\2=C1\N(CCCCC1)CCC/2 (DBU). Yield: 54.0%. Reactants: c1ccccc1CCC(O)C, O=S(C1=CC=C([N+]([O-])=O)C=C1)(F)=O (4-nitrobenzenesulfonyl fluoride). Run in C1CCCO1 (THF), C1CCCO1 (THF). Product: c1ccccc1CCC(F)C. Run at time 48 hour.